Dataset: the Open Reaction Database (ORD), a public repository of structured organic reaction records. Task: describe an organic reaction: reactants, conditions, products, and yield Reactants: ClC=1C=C(C=C(C1N)[N+](=O)[O-])C1=C(C=CC=C1)F (3-chloro-2′-fluoro-5-nitro-biphenyl-4-ylamine), O1N=C(CC12CCCCC2)C(=O)O (1-oxa-2-aza-spiro[4.5]dec-2-ene-3-carboxylic acid). The product is ClC1=CC(=CC2=C1NC(=N2)C2=NOC1(C2)CCCCC1)C1=C(C=CC=C1)F (3-[7-Chloro-5-(2-fluorophenyl)-1H-benzimidazol-2-yl]-1-oxa-2-aza-spiro[4.5]dec-2-ene). Reaction SMILES: [Cl:1][C:2]1[CH:3]=[C:4]([C:12]2[CH:17]=[CH:16][CH:15]=[CH:14][C:13]=2[F:18])[CH:5]=[C:6]([N+:9]([O-])=O)[C:7]=1[NH2:8].[O:19]1[C:23]2([CH2:28][CH2:27][CH2:26][CH2:25][CH2:24]2)[CH2:22][C:21]([C:29](O)=O)=[N:20]1>>[Cl:1][C:2]1[C:7]2[NH:8][C:29]([C:21]3[CH2:22][C:23]4([CH2:24][CH2:25][CH2:26][CH2:27][CH2:28]4)[O:19][N:20]=3)=[N:9][C:6]=2[CH:5]=[C:4]([C:12]2[CH:17]=[CH:16][CH:15]=[CH:14][C:13]=2[F:18])[CH:3]=1. Reported procedure: The title compound was prepared from 3-chloro-2′-fluoro-5-nitro-biphenyl-4-ylamine (as prepared in the previous step) and 1-oxa-2-aza-spiro[4.5]dec-2-ene-3-carboxylic acid (as prepared in Example 1, step B) according to the procedures described in Example 16, steps B and C. 1H-NMR (400 MHz, d4-MeOH) δ: 7.64 (br. s., 1H), 7.52 (td, J=7.8, 1.8 Hz, 1H), 7.48 (s, 1H), 7.35-7.43 (m, 1H), 7.27 (td, J=7.5, 1.3 Hz, 1H), 7.21 (ddd, J=11.1, 8.2, 1.1 Hz, 1H), 1.71-1.88 (m, 6H), 1.48-1.66 (m, 4H). Starting materials: N1C=NC(=C1)C1=CC=C(C=C1)CO ([4-(1H-Imidazol-4-yl]-phenyl]-methanol), I(=O)(=O)C1=C(C(=O)O)C=CC=C1 (o-Iodoxybenzoic acid). The solvent is CS(=O)C (DMSO). Conditions: time 3.5 hour. Yields the product N1C=NC(=C1)C1=CC=C(C=O)C=C1 (4-(1H-imidazol-4-yl)-benzaldehyde). The yield is 70.8%. As a reaction SMILES: [NH:1]1[CH:5]=[C:4]([C:6]2[CH:11]=[CH:10][C:9]([CH2:12][OH:13])=[CH:8][CH:7]=2)[N:3]=[CH:2]1.I(C1C=CC=CC=1C(O)=O)(=O)=O>CS(C)=O>[NH:1]1[CH:5]=[C:4]([C:6]2[CH:7]=[CH:8][C:9]([CH:12]=[O:13])=[CH:10][CH:11]=2)[N:3]=[CH:2]1. Procedure: [4-(1H-Imidazol-4-yl]-phenyl]-methanol (0.21 g, 1.23 mmol) was dissolved in DMSO (12 mL). o-Iodoxybenzoic acid (Frigerio, et al., J. Org. Chem. 1995, 60, 7272) (1.03 g, 3.70 mmol) was added, and the reaction stirred at room temperature for 3.5 hours. The solvent was removed in vacuo, and the residue dissolved in 4:1 CHCl3/iPrOH. The resultant solids were filtered off, and the filtrate washed in turn with 5% Na2SO3/5% NaHCO3 solution, water, and brine, dried (MgSO4) and the solvent removed to giv...